Dataset: the Open Reaction Database (ORD), a public repository of structured organic reaction records. Task: describe an organic reaction: reactants, conditions, products, and yield Starting materials: [OH-].[Na+] (sodiumhydroxide), ClC=1C=CC2=C(C(=NCC(N2C)=CC#N)C2=C(C=CC=C2)Cl)C1 (7-chloro-1-methyl-2-cyanomethylene-5-(2'-chlorophenyl)-1,3-dihydro-2H-1,4-benzodiazepine), S(O)(O)(=O)=O (sulfuric acid), S(O)(O)(=O)=O (sulfuric acid). Run at temperature 50 celsius. The product is ClC=1C=CC2=C(C(=NCC(N2C)=CC(N)=O)C2=C(C=CC=C2)Cl)C1 (7-chloro-1-methyl-2-carbamoylmethylene-5-(2'-chlorophenyl)-1,3-dihydro-2H-1,4-benzodiazepine). Reaction SMILES: [Cl:1][C:2]1[CH:3]=[CH:4][C:5]2[N:11]([CH3:12])[C:10](=[CH:13][C:14]#[N:15])[CH2:9][N:8]=[C:7]([C:16]3[CH:21]=[CH:20][CH:19]=[CH:18][C:17]=3[Cl:22])[C:6]=2[CH:23]=1.S(=O)(=O)(O)[OH:25].[OH-].[Na+]>>[Cl:1][C:2]1[CH:3]=[CH:4][C:5]2[N:11]([CH3:12])[C:10](=[CH:13][C:14](=[O:25])[NH2:15])[CH2:9][N:8]=[C:7]([C:16]3[CH:21]=[CH:20][CH:19]=[CH:18][C:17]=3[Cl:22])[C:6]=2[CH:23]=1 |f:2.3|. Procedure: 5.4 g of 7-chloro-1-methyl-2-cyanomethylene-5-(2'-chlorophenyl)-1,3-dihydro-2H-1,4-benzodiazepine are introduced portion-wise into 26 ml of concentrated sulfuric acid and are dissolved therein while the mixture is slowly heated-up to a temperature of 50° C. The solution is kept at a temperature of 50° C. for 1 more hour. For working-up after cooling the solution is poured onto ice, the sulfuric acid is neutralized with diluted sodiumhydroxide solution and the raw product is extracted with methyl...